Dataset: the Open Reaction Database (ORD), a public repository of structured organic reaction records. Task: describe an organic reaction: reactants, conditions, products, and yield Starting materials: COC=1C=CC(=CC1)P2(=S)SP(=S)(S2)C=3C=CC(=CC3)OC (Lawesson's reagent), FC1=C(C=CC(=C1)F)NC(=O)C1=NC=CC=C1 (N-(2,4-difluorophenyl)-2-pyridinecarboxamide). The solvent is C1(=CC=CC=C1)C (toluene). Yields the product FC1=C(C=CC(=C1)F)NC(=S)C1=NC=CC=C1 (N-(2,4-difluorophenyl)-2-pyridinecarbothioamide). Yield: 94.7%. RXN SMILES: COC1C=CC(P2(SP(C3C=CC(OC)=CC=3)(=S)S2)=[S:10])=CC=1.[F:23][C:24]1[CH:29]=[C:28]([F:30])[CH:27]=[CH:26][C:25]=1[NH:31][C:32]([C:34]1[CH:39]=[CH:38][CH:37]=[CH:36][N:35]=1)=O>C1(C)C=CC=CC=1>[F:23][C:24]1[CH:29]=[C:28]([F:30])[CH:27]=[CH:26][C:25]=1[NH:31][C:32]([C:34]1[CH:39]=[CH:38][CH:37]=[CH:36][N:35]=1)=[S:10]. Procedure: Lawesson's reagent (29.8 g, 74 mmol) and N-(2,4-difluorophenyl)-2-pyridinecarboxamide (14.37 g, 61 mmol) were combined in toluene (185 mL) and refluxed for 3 hours. After evaporation of the solvent, the residue was dissolved in dichloromethane, preadsorbed on silica gel, and flash chromatographed (eluted with 2% ethyl acetate in petroleum ether) to provide N-(2,4-difluorophenyl)-2-pyridinecarbothioamide as a yellow solid (14.45 g, 94%) m.p. 124°-129° C.